Dataset: the Open Reaction Database (ORD), a public repository of structured organic reaction records. Task: describe an organic reaction: reactants, conditions, products, and yield Reactants: CCO, CN1C(=O)C(F)(F)CN(CCCc2ccccc2)c2nc(Cl)ncc21, Cl, COc1cc(C(=O)O)ccc1N, O. The product is COc1cc(C(=O)O)ccc1Nc1ncc2c(n1)N(CCCc1ccccc1)CC(F)(F)C(=O)N2C. As a reaction SMILES: [CH2:40]([OH:41])[CH3:42].[Cl:1][c:2]1[n:3][cH:4][c:5]2[c:6]([n:25]1)[N:7]([CH2:16][CH2:17][CH2:18][c:19]1[cH:20][cH:21][cH:22][cH:23][cH:24]1)[CH2:8][C:9]([F:14])([F:15])[C:10](=[O:13])[N:11]2[CH3:12].[ClH:38].[NH2:26][c:27]1[c:28]([O:36][CH3:37])[cH:29][c:30]([C:31](=[O:32])[OH:33])[cH:34][cH:35]1.[OH2:39]>>[c:2]1([NH:26][c:27]2[c:28]([O:36][CH3:37])[cH:29][c:30]([C:31](=[O:32])[OH:33])[cH:34][cH:35]2)[n:3][cH:4][c:5]2[c:6]([n:25]1)[N:7]([CH2:16][CH2:17][CH2:18][c:19]1[cH:20][cH:21][cH:22][cH:23][cH:24]1)[CH2:8][C:9]([F:14])([F:15])[C:10](=[O:13])[N:11]2[CH3:12].